Dataset: the Open Reaction Database (ORD), a public repository of structured organic reaction records. Task: describe an organic reaction: reactants, conditions, products, and yield Starting materials: CCO, O=C1c2ccccc2C(=O)N1CC1CO1, c1ccc(C2CCNCC2)cc1. Yields the product O=C1c2ccccc2C(=O)N1CC(O)CN1CCC(c2ccccc2)CC1. As a reaction SMILES: [CH3:28][CH2:29][OH:30].[O:1]1[CH:2]([CH2:3][N:4]2[C:5](=[O:14])[c:6]3[c:7]([cH:10][cH:11][cH:12][cH:13]3)[C:8]2=[O:9])[CH2:15]1.[c:16]1([CH:22]2[CH2:23][CH2:24][NH:25][CH2:26][CH2:27]2)[cH:17][cH:18][cH:19][cH:20][cH:21]1>>[OH:1][CH:2]([CH2:3][N:4]1[C:5](=[O:14])[c:6]2[c:7]([cH:10][cH:11][cH:12][cH:13]2)[C:8]1=[O:9])[CH2:15][N:25]1[CH2:24][CH2:23][CH:22]([c:16]2[cH:17][cH:18][cH:19][cH:20][cH:21]2)[CH2:27][CH2:26]1.